This data is from the Open Reaction Database (ORD), a public repository of structured organic reaction records. The task is: describe an organic reaction: reactants, conditions, products, and yield The reactants are COC=1C=C(C=CC1)SC1=CN(C=2N=CN=C(C21)N[C@@H](C)C2=NN1C(C(N2C2=CC=CC=C2)=O)=C(C=C1)C)COCC[Si](C)(C)C ((S)-2-(1-((5-((3-Methoxyphenyl)thio)-7-((2-(trimethylsilyl)ethoxy)methyl)-7H-pyrrolo[2,3-d]pyrimidin-4-yl)amino)ethyl)-5-methyl-3-phenylpyrrolo[2,1-f][1,2,4]triazin-4(3H)-one), B(Br)(Br)Br (boron tribromide), N (ammonia). The product is OC=1C=C(C=CC1)SC1=CNC=2N=CN=C(C21)N[C@@H](C)C2=NN1C(C(N2C2=CC=CC=C2)=O)=C(C=C1)C ((S)-2-(1-((5-((3-Hydroxyphenyl)thio)-7H-pyrrolo[2,3-d]pyrimidin-4-yl)amino)ethyl)-5-methyl-3-phenylpyrrolo[2,1-f][1,2,4]triazin-4(3H)-one). Yield: 68.7%. As a reaction SMILES: C[O:2][C:3]1[CH:4]=[C:5]([S:9][C:10]2[C:18]3[C:17]([NH:19][C@H:20]([C:22]4[N:27]([C:28]5[CH:33]=[CH:32][CH:31]=[CH:30][CH:29]=5)[C:26](=[O:34])[C:25]5=[C:35]([CH3:38])[CH:36]=[CH:37][N:24]5[N:23]=4)[CH3:21])=[N:16][CH:15]=[N:14][C:13]=3[N:12](COCC[Si](C)(C)C)[CH:11]=2)[CH:6]=[CH:7][CH:8]=1.B(Br)(Br)Br.N>>[OH:2][C:3]1[CH:4]=[C:5]([S:9][C:10]2[C:18]3[C:17]([NH:19][C@H:20]([C:22]4[N:27]([C:28]5[CH:33]=[CH:32][CH:31]=[CH:30][CH:29]=5)[C:26](=[O:34])[C:25]5=[C:35]([CH3:38])[CH:36]=[CH:37][N:24]5[N:23]=4)[CH3:21])=[N:16][CH:15]=[N:14][C:13]=3[NH:12][CH:11]=2)[CH:6]=[CH:7][CH:8]=1. Procedure details: (S)-2-(1-((5-((3-Methoxyphenyl)thio)-7-((2-(trimethylsilyl)ethoxy)methyl)-7H-pyrrolo[2,3-d]pyrimidin-4-yl)amino)ethyl)-5-methyl-3-phenylpyrrolo[2,1-f][1,2,4]triazin-4(3H)-one (36.4 mg, 0.06 mmol) was treated with boron tribromide (1M in dichloromethane, 1 mL, 1 mmol) and a solution of ammonia (7N in methanol, 3 mL, 21 mmol) according to the method described in Example 41 to give 21 mg (75% yield) of the title compound. Purity 88%. The yield is 61.3%. The product is O1CCC(=CC1)C1=CC(=NC(=C1)C)NC=1C=C(C#N)C=CN1 (2-((4-(3,6-dihydro-2H-pyran-4-yl)-6-methylpyridin-2-yl)amino)isonicotinonitrile). Reactants: ClC1=CC(=NC(=C1)C)NC1=NC=CC(=C1)C#N (2-[(4-chloro-6-methyl-2-pyridyl)amino]pyridine-4-carbonitrile), O1CCC(=CC1)B1OC(C)(C)C(C)(C)O1 (3,6-dihydro-2H-pyran-4-boronic acid pinacol ester), O1CCC(=CC1)B1OC(C)(C)C(C)(C)O1 (3,6-dihydro-2H-pyran-4-boronic acid pinacol ester), C([O-])([O-])=O.[K+].[K+] (potassium carbonate). Reaction conditions: temperature 80 celsius, time 8 hour. Reagents/catalysts: C1=CC=C(C=C1)P(C2=CC=CC=C2)[C]3[CH][CH][CH][CH]3.C1=CC=C(C=C1)P(C2=CC=CC=C2)[C]3[CH][CH][CH][CH]3.Cl[Pd]Cl.[Fe] ([1,1-bis(diphenylphosphino)ferrocene]dichloropalladium(II)), CC(C)(C)P(C1=CC=C(C=C1)N(C)C)C(C)(C)C.CC(C)(C)P(C1=CC=C(C=C1)N(C)C)C(C)(C)C.Cl[Pd]Cl (bis(di-tert-butyl(4-dimethylaminophenyl)phosphine)dichloropalladium(II)). Procedure details: Into a vial was weighed 2-[(4-chloro-6-methyl-2-pyridyl)amino]pyridine-4-carbonitrile (282 mg, 1.15 mmol), [1,1-bis(diphenylphosphino)ferrocene]dichloropalladium(II) (85.1 mg, 10 mol %), 3,6-dihydro-2H-pyran-4-boronic acid pinacol ester (374 mg, 1.73 mmol) and potassium carbonate (478 mg, 3.46 mmol). After purging with nitrogen, the vial was charged with degassed 1,4-dioxane (2.3 mL) and degassed water (1 mL) and the reaction mixture was stirred at 80° C. overnight. The reaction was barely progr... Reaction SMILES: Cl[C:2]1[CH:7]=[C:6]([CH3:8])[N:5]=[C:4]([NH:9][C:10]2[CH:15]=[C:14]([C:16]#[N:17])[CH:13]=[CH:12][N:11]=2)[CH:3]=1.[O:18]1[CH2:23][CH:22]=[C:21](B2OC(C)(C)C(C)(C)O2)[CH2:20][CH2:19]1.C(=O)([O-])[O-].[K+].[K+]>C1C=CC(P([C]2[CH][CH][CH][CH]2)C2C=CC=CC=2)=CC=1.C1C=CC(P([C]2[CH][CH][CH][CH]2)C2C=CC=CC=2)=CC=1.Cl[Pd]Cl.[Fe].CC(P(C(C)(C)C)C1C=CC(N(C)C)=CC=1)(C)C.CC(P(C(C)(C)C)C1C=CC(N(C)C)=CC=1)(C)C.Cl[Pd]Cl>[O:18]1[CH2:19][CH:20]=[C:21]([C:2]2[CH:7]=[C:6]([CH3:8])[N:5]=[C:4]([NH:9][C:10]3[CH:15]=[C:14]([CH:13]=[CH:12][N:11]=3)[C:16]#[N:17])[CH:3]=2)[CH2:22][CH2:23]1 |f:2.3.4,5.6.7.8,9.10.11,^1:43,44,45,46,47,61,62,63,64,65|.